This data is from the Open Reaction Database (ORD), a public repository of structured organic reaction records. The task is: describe an organic reaction: reactants, conditions, products, and yield Procedure: Prepared according to the method described in Example 24b) from 4-(benzyloxy)phenol (1.00 g), (±)-α-(chloromethyl)-3-pyridinepropanol (0.50 g) and sodium hydroxide (0.23 g) in ethanol (20 ml) and water (5 ml) with heating at reflux for 45 minutes. After work up the residue was purified by column chromatography over silica eluting with dichloromethane:ethanol (19:1) and then using a fresh column of silica eluting with ethyl acetate to give the title compound as a solid (0.58 g). Recrystallisation... The solvent is C(C)O (ethanol), O (water). RXN SMILES: [CH2:1]([O:8][C:9]1[CH:14]=[CH:13][C:12]([OH:15])=[CH:11][CH:10]=1)[C:2]1[CH:7]=[CH:6][CH:5]=[CH:4][CH:3]=1.Cl[CH2:17][CH:18]([OH:27])[CH2:19][CH2:20][C:21]1[CH:22]=[N:23][CH:24]=[CH:25][CH:26]=1.[OH-].[Na+]>C(O)C.O>[C:2]1([CH2:1][O:8][C:9]2[CH:10]=[CH:11][C:12]([O:15][CH2:17][CH:18]([OH:27])[CH2:19][CH2:20][C:21]3[CH:22]=[N:23][CH:24]=[CH:25][CH:26]=3)=[CH:13][CH:14]=2)[CH:3]=[CH:4][CH:5]=[CH:6][CH:7]=1 |f:2.3|. Yields the product C1(=CC=CC=C1)COC1=CC=C(OCC(CCC=2C=NC=CC2)O)C=C1 ((±)-1-(4-(Phenylmethoxy)phenoxy)-4-(3-pyridyl)-2-butanol). The yield is 61.6%. The reactants are C(C1=CC=CC=C1)OC1=CC=C(C=C1)O (4-(benzyloxy)phenol), ClCC(CCC=1C=NC=CC1)O ((±)-α-(chloromethyl)-3-pyridinepropanol), [OH-].[Na+] (sodium hydroxide).